Dataset: the Open Reaction Database (ORD), a public repository of structured organic reaction records. Task: describe an organic reaction: reactants, conditions, products, and yield Starting materials: ClC=1C=C(C=C(C1)Cl)NC(OC1=CC=CC=C1)=NC#N (N-(3,5-Dichlorophenyl)-N'-cyano-O-phenylisourea), C(CC)N (n-propylamine). The product is C(#N)NC(=NCCC)NC1=CC(=CC(=C1)Cl)Cl (N-Cyano-N'-(3,5-dichlorophenyl)-N"-propylguanidine). The yield is 23.0%. As a reaction SMILES: [Cl:1][C:2]1[CH:3]=[C:4]([NH:9][C:10](=[N:18][C:19]#[N:20])OC2C=CC=CC=2)[CH:5]=[C:6]([Cl:8])[CH:7]=1.[CH2:21]([NH2:24])[CH2:22][CH3:23]>>[C:19]([NH:18][C:10]([NH:9][C:4]1[CH:5]=[C:6]([Cl:8])[CH:7]=[C:2]([Cl:1])[CH:3]=1)=[N:24][CH2:21][CH2:22][CH3:23])#[N:20]. Procedure details: N-(3,5-Dichlorophenyl)-N'-cyano-O-phenylisourea (0.98 mmol, 300 mg) and n-propylamine (1 ml) was stirred in a sealed flask for 19 h at 75° C. After concentration the residue was dissolved in dichloromethane, washed with 1 N aqueous HCl (2×), water, dried (Na2SO4) and concentrated. The residue was purified by flash chromatography (ethyl acetate/heptane 1:3) to give the title compound (60 mg, 23%) as white crystals. Mp 141-143° C.; 1H-NMR (CDCl3): δ 0.92 (d, 6H), 1.58 (sextet, 2H), 3.25 (q, 1H), 5... Starting materials: CC(C)(C)[Si](C)(C)OC(CNCc1ccccc1)c1ccc(OCc2ccccc2)c2[nH]c(=O)ccc12, CCOC(C)=O, CC#N, CCN(C(C)C)C(C)C, O=[N+]([O-])c1ccc(CCOS(=O)(=O)c2ccc([N+](=O)[O-])cc2)cc1. Product: CC(C)(C)[Si](C)(C)OC(CN(CCc1ccc([N+](=O)[O-])cc1)Cc1ccccc1)c1ccc(OCc2ccccc2)c2[nH]c(=O)ccc12. RXN SMILES: [CH2:25]([c:26]1[cH:27][cH:28][cH:29][cH:30][cH:31]1)[NH:32][CH2:33][CH:34]([O:35][Si:36]([CH3:37])([CH3:38])[C:39]([CH3:40])([CH3:41])[CH3:42])[c:43]1[c:44]2[cH:45][cH:46][c:47](=[O:61])[nH:48][c:49]2[c:50]([O:53][CH2:54][c:55]2[cH:56][cH:57][cH:58][cH:59][cH:60]2)[cH:51][cH:52]1.[CH3:71][CH2:72][O:73][C:74]([CH3:75])=[O:76].[CH3:77][C:78]#[N:79].[CH:62]([N:63]([CH2:64][CH3:65])[CH:66]([CH3:67])[CH3:68])([CH3:69])[CH3:70].[N+:1](=[O:2])([O-:3])[c:4]1[cH:5][cH:6][c:7]([CH2:10][CH2:11][O:12][S:13]([c:14]2[cH:15][cH:16][c:17]([N+:18]([O-:19])=[O:20])[cH:21][cH:22]2)(=[O:23])=[O:24])[cH:8][cH:9]1>>[N+:1](=[O:2])([O-:3])[c:4]1[cH:5][cH:6][c:7]([CH2:10][CH2:11][N:32]([CH2:25][c:26]2[cH:27][cH:28][cH:29][cH:30][cH:31]2)[CH2:33][CH:34]([O:35][Si:36]([CH3:37])([CH3:38])[C:39]([CH3:40])([CH3:41])[CH3:42])[c:43]2[c:44]3[cH:45][cH:46][c:47](=[O:61])[nH:48][c:49]3[c:50]([O:53][CH2:54][c:55]3[cH:56][cH:57][cH:58][cH:59][cH:60]3)[cH:51][cH:52]2)[cH:8][cH:9]1. Starting materials: COC1=CC=C(C=C1)S(=O)(=O)NC1=CC=C(C=C1)N1CCC(CC1)=O (4-Methoxy-N-[4-(4-oxo-piperidine-1-yl)-phenyl]benzenesulfonamide), C1=CC(=C(C=C1[C@@H](CN)O)O)O (L-norepinephrine). Product: OC=1C=C(C=CC1O)[C@H](CNC1CCN(CC1)C1=CC=C(C=C1)NS(=O)(=O)C1=CC=C(C=C1)OC)O (N-[4-(4-{[(2R)-2-(3,4-Dihydroxyphenyl)-2-hydroxyethyl]amino}-1-piperidineyl)phenyl]-4-methoxybenzenesulfonamide). As a reaction SMILES: [CH3:1][O:2][C:3]1[CH:8]=[CH:7][C:6]([S:9]([NH:12][C:13]2[CH:18]=[CH:17][C:16]([N:19]3[CH2:24][CH2:23][C:22](=O)[CH2:21][CH2:20]3)=[CH:15][CH:14]=2)(=[O:11])=[O:10])=[CH:5][CH:4]=1.[CH:26]1[C:31]([C@H:32]([OH:35])[CH2:33][NH2:34])=[CH:30][C:29]([OH:36])=[C:28]([OH:37])[CH:27]=1>>[OH:36][C:29]1[CH:30]=[C:31]([C@@H:32]([OH:35])[CH2:33][NH:34][CH:22]2[CH2:23][CH2:24][N:19]([C:16]3[CH:15]=[CH:14][C:13]([NH:12][S:9]([C:6]4[CH:7]=[CH:8][C:3]([O:2][CH3:1])=[CH:4][CH:5]=4)(=[O:10])=[O:11])=[CH:18][CH:17]=3)[CH2:20][CH2:21]2)[CH:26]=[CH:27][C:28]=1[OH:37]. Reported procedure: The title compound was prepared from 4-methoxy-N-[4-(4-oxo-piperidine-1-yl)-phenyl]-benzenesulfonamide (which was obtained in Example 218) and L-norepinephrine according to the procedure of Example 255 as a white solid; 1 H NMR (300 MHz, DMSO-d6) δ 1.40-1.55 (m, 2H), 1.90-2.05 (m, 2H), 2.50-3.00 (m, 5H), 3.50-3.75 (m, 2H), 3.79 (s, 3H), 4.50-4.65 (m, 1H), 6.60 (d, J=8.0 Hz, 1H), 6.68 (d, J=8.0 Hz, 1H), 6.76-6.80 (m, 3H), 6.88 (d, J=9.0 Hz, 2H), 7.04 (d, J=7.8 Hz, 2H), 7.61 (d, J=7.8 Hz, 2H), 8.8...